This data is from the Open Reaction Database (ORD), a public repository of structured organic reaction records. The task is: describe an organic reaction: reactants, conditions, products, and yield Starting materials: CC(=O)O, CO, COc1ccc2c(c1)CCn1c-2cc(Nc2cccc([N+](=O)[O-])c2)nc1=O. Product: COc1ccc2c(c1)CCn1c-2cc(Nc2cccc(N)c2)nc1=O. As a reaction SMILES: [C:30]([OH:31])(=[O:32])[CH3:33].[CH3:28][OH:29].[N+:1]([O-:2])(=[O:3])[c:4]1[cH:5][c:6]([NH:10][c:11]2[n:12][c:13](=[O:27])[n:14]3[c:15]([cH:26]2)-[c:16]2[cH:17][cH:18][c:19]([O:24][CH3:25])[cH:20][c:21]2[CH2:22][CH2:23]3)[cH:7][cH:8][cH:9]1>>[NH2:1][c:4]1[cH:5][c:6]([NH:10][c:11]2[n:12][c:13](=[O:27])[n:14]3[c:15]([cH:26]2)-[c:16]2[cH:17][cH:18][c:19]([O:24][CH3:25])[cH:20][c:21]2[CH2:22][CH2:23]3)[cH:7][cH:8][cH:9]1.